From a dataset of the Open Reaction Database (ORD), a public repository of structured organic reaction records. describe an organic reaction: reactants, conditions, products, and yield The reactants are CC(C)(C#N)N=NC(C)(C)C#N (AIBN), CCC(CO)(CO)COCC=C (trimethylolpropane monoallyl ether), C(C(O)C)(=S)O (thiolactic acid). Run in CO (methanol), C1(=CC=CC=C1)C (toluene), CCCCCC (hexane). Conditions: temperature 90 celsius, time 1 hour. The product is C(C=C)OCC=C.C(C(O)C)(=S)O (Monoallyl Ether Thiolactic Acid). As a reaction SMILES: CC(N=NC(C#N)(C)C)(C#N)C.C[CH2:14][C:15]([CH2:20][O:21][CH2:22][CH:23]=[CH2:24])(CO)CO.[C:25]([OH:30])(=[S:29])[CH:26]([CH3:28])[OH:27]>CO.C1(C)C=CC=CC=1.CCCCCC>[CH2:20]([O:21][CH2:22][CH:23]=[CH2:24])[CH:15]=[CH2:14].[C:25]([OH:30])(=[S:29])[CH:26]([CH3:28])[OH:27] |f:6.7|. Procedure: AIBN (1.5 g) was dissolved in trimethylolpropane monoallyl ether (497 g, 2.86 mol). This solution was slowly added, under nitrogen with stirring, to thiolactic acid (300 g, 2.83 mol) at such a rate that the temperature of the exothermal reaction was kept at 80° C. When the addition was completed, the temperature was raised to 90° C. and kept at 90° C. for 1 h. The product had 1H-NMR (CDCl3): δ 1.11 (t, 3H, CH3CH2), 1.53 (q, 2H, CH3CH2), 2.00-2.20 (m, 2H, CH2CH2CH2), 2.98-3.06 (m, 2H, 3.65-4.02 (... The reactants are BrC1=CC=C2C=CC3=C(C=CC4=CC=C1C2=C34)C3=CC=C(C=C3)Cl (1-bromo-6-(4-chlorophenyl)pyrene), CC1=CC=C(C=C1)B(O)O (4-methylphenylboronic acid), P(=O)([O-])([O-])[O-].[K+].[K+].[K+] (tripotassium phosphate), CN(C=O)C (dimethylformamide). The reagents and catalysts are [Br-].C(CCC)[N+](CCCC)(CCCC)CCCC (tetrabutylammonium bromide), C(C)(=O)[O-].[Pd+2].C(C)(=O)[O-] (palladium acetate). Run in O (water). Run at temperature 130 celsius, time 3 hour. The product is CC1=CC=C(C=C1)C1=CC=C2C=CC3=C(C=CC4=CC=C1C2=C34)C3=CC=C(C=C3)Cl (1-(4-methylphenyl)-6-(4-chlorophenyl)pyrene). Yield: 72.2%. As a reaction SMILES: Br[C:2]1[C:15]2[C:16]3=[C:17]4[C:12](=[CH:13][CH:14]=2)[CH:11]=[CH:10][C:9]([C:18]2[CH:23]=[CH:22][C:21]([Cl:24])=[CH:20][CH:19]=2)=[C:8]4[CH:7]=[CH:6][C:5]3=[CH:4][CH:3]=1.[CH3:25][C:26]1[CH:31]=[CH:30][C:29](B(O)O)=[CH:28][CH:27]=1.P([O-])([O-])([O-])=O.[K+].[K+].[K+].CN(C)C=O>[Br-].C([N+](CCCC)(CCCC)CCCC)CCC.C([O-])(=O)C.[Pd+2].C([O-])(=O)C.O>[CH3:25][C:26]1[CH:31]=[CH:30][C:29]([C:2]2[C:15]3[C:16]4=[C:17]5[C:12](=[CH:13][CH:14]=3)[CH:11]=[CH:10][C:9]([C:18]3[CH:23]=[CH:22][C:21]([Cl:24])=[CH:20][CH:19]=3)=[C:8]5[CH:7]=[CH:6][C:5]4=[CH:4][CH:3]=2)=[CH:28][CH:27]=1 |f:2.3.4.5,7.8,9.10.11|. Procedure details: A mixed solution of 3.5 g of 1-bromo-6-(4-chlorophenyl)pyrene, 1.6 g of 4-methylphenylboronic acid, 4.9 g of tripotassium phosphate, 0.75 g of tetrabutylammonium bromide, 52 mg of palladium acetate and 30 ml of dimethylformamide was heated and stirred under a nitrogen gas stream at 130° C. for 3 hours. The solution was cooled to room temperature and 100 ml of water was poured into the solution, followed by filtration. The resulting solid was dissolved in 100 ml of dichloromethane and then filter... Starting materials: ClC1=CC=2N(C=C1)C(=CN2)C=2C=C(C=CC2)NC(=O)NCC(F)(F)F (1-[3-(7-Chloro-imidazo[1,2-a]pyridin-3-yl)-phenyl]-3-(2,2,2-trifluoro-ethyl)-urea), C(CCC)[Sn](C(=C)OCC)(CCCC)CCCC (tributyl-(1-ethoxy-vinyl)-stannane), [Cl-].[Li+] (lithium chloride). The reagents and catalysts are C=1C=CC(=CC1)[P](C=2C=CC=CC2)(C=3C=CC=CC3)[Pd]([P](C=4C=CC=CC4)(C=5C=CC=CC5)C=6C=CC=CC6)([P](C=7C=CC=CC7)(C=8C=CC=CC8)C=9C=CC=CC9)[P](C=1C=CC=CC1)(C=1C=CC=CC1)C=1C=CC=CC1 (tetrakis(triphenylphosphine)palladium(0)). The solvent is C(C)#N (acetonitrile). Reaction conditions: temperature 150 celsius, time 2 hour. Product: C(C)(=O)C1=CC=2N(C=C1)C(=CN2)C=2C=C(C=CC2)NC(=O)NCC(F)(F)F (1-[3-(7-Acetyl-imidazo[1,2-a]pyridin-3-yl)-phenyl]-3-(2,2,2-trifluoro-ethyl)-urea). Reaction SMILES: Cl[C:2]1[CH:7]=[CH:6][N:5]2[C:8]([C:11]3[CH:12]=[C:13]([NH:17][C:18]([NH:20][CH2:21][C:22]([F:25])([F:24])[F:23])=[O:19])[CH:14]=[CH:15][CH:16]=3)=[CH:9][N:10]=[C:4]2[CH:3]=1.C([Sn](CCCC)(CCCC)[C:31]([O:33]CC)=[CH2:32])CCC.[Cl-].[Li+]>C(#N)C.C1C=CC([P]([Pd]([P](C2C=CC=CC=2)(C2C=CC=CC=2)C2C=CC=CC=2)([P](C2C=CC=CC=2)(C2C=CC=CC=2)C2C=CC=CC=2)[P](C2C=CC=CC=2)(C2C=CC=CC=2)C2C=CC=CC=2)(C2C=CC=CC=2)C2C=CC=CC=2)=CC=1>[C:31]([C:2]1[CH:7]=[CH:6][N:5]2[C:8]([C:11]3[CH:12]=[C:13]([NH:17][C:18]([NH:20][CH2:21][C:22]([F:25])([F:24])[F:23])=[O:19])[CH:14]=[CH:15][CH:16]=3)=[CH:9][N:10]=[C:4]2[CH:3]=1)(=[O:33])[CH3:32] |f:2.3,^1:52,54,73,92|. Reported procedure: To a suspension of 1-[3-(7-Chloro-imidazo[1,2-a]pyridin-3-yl)-phenyl]-3-(2,2,2-trifluoro-ethyl)-urea (0.1 g, 0.27 mmol), tributyl-(1-ethoxy-vinyl)-stannane (0.091 ml, 0.27 mmol, 1 equiv), lithium chloride (0.034 g, 0.81 mmol, 3 equiv) in acetonitrile (4 ml) was added tetrakis(triphenylphosphine)palladium(0) (0.031 g, 27.2 μmol, 0.1 equiv). The reaction mixture was degassed by bubbling through N2, heated in the microwave at 150° C. for 20 min and filtered through a glass microfibre filter. To the... Reactants: Cl (HCl), C(C1=CC=CC=C1)OC(=O)NC12C=3N(CC(CC1)CC2)C(C(=C(N3)C(=O)OCC)O)=O (ethyl 10-(((benzyloxy)carbonyl)amino)-3-hydroxy-4-oxo-4,6,7,8,9,10-hexahydro-7,10-ethanopyrimido[1,2-a]azepine-2-carboxylate), [H][H] (hydrogen). Reagents/catalysts: [Pd] (Pd/C). Run in C(C)O (ethanol). Product: NC12C=3N(CC(CC1)CC2)C(C(=C(N3)C(=O)OCC)O)=O (Ethyl 10-amino-3-hydroxy-4-oxo-4,6,7,8,9,10-hexahydro-7,10-ethanopyrimido[1,2-a]azepine-2-carboxylate). Isolated yield 102.0%. Reaction SMILES: C(OC([NH:11][C:12]12[CH2:20][CH2:19][CH:16]([CH2:17][CH2:18]1)[CH2:15][N:14]1[C:21](=[O:31])[C:22]([OH:30])=[C:23]([C:25]([O:27][CH2:28][CH3:29])=[O:26])[N:24]=[C:13]21)=O)C1C=CC=CC=1.Cl.[H][H]>C(O)C.[Pd]>[NH2:11][C:12]12[CH2:18][CH2:17][CH:16]([CH2:19][CH2:20]1)[CH2:15][N:14]1[C:21](=[O:31])[C:22]([OH:30])=[C:23]([C:25]([O:27][CH2:28][CH3:29])=[O:26])[N:24]=[C:13]21. Procedure details: To a mixture of ethyl 10-(((benzyloxy)carbonyl)amino)-3-hydroxy-4-oxo-4,6,7,8,9,10-hexahydro-7,10-ethanopyrimido[1,2-a]azepine-2-carboxylate (2 g, 4.68 mmol) in ethanol (75 mL) was added 1N HCl (5.15 mL, 5.15 mmol) followed by Pd/C (0.498 g, 0.468 mmol) and the mixture stirred under 1 atm of hydrogen for 18 h. The mixture was then filtered through a pad of CELITE® and the pad washed with dichloromethane. The filtrate was then concentrated to afford the title compound (1.4 g, 91% yield) as an off... Procedure details: The title compound was prepared from pyridin-4-yl-carbamic acid phenyl ester and 1-(2,2-difluoro-benzo[1,3]dioxol-5-ylmethyl)-piperazine in analogy with Example 142. 1H NMR (400 MHz, CDCl3): 8.36-8.34 (d, J=6.8 Hz, 2H), 7.41-7.39 (d, J=5.8 Hz, 2H), 7.10 (s, 1H), 6.99 (s, 2H), 3.55-3.53 (m, 4H), 3.49 (s, 2H), 2.47-2.44 (m, 4H). Product: N1=CC=C(C=C1)NC(=O)N1CCN(CC1)CC1=CC2=C(OC(O2)(F)F)C=C1 (4-(2,2-Difluoro-benzo[1,3]dioxol-5-ylmethyl)-piperazine-1-carboxylic acid pyridin-4-ylamide). As a reaction SMILES: C1(O[C:8](=[O:16])[NH:9][C:10]2[CH:15]=[CH:14][N:13]=[CH:12][CH:11]=2)C=CC=CC=1.[F:17][C:18]1([F:34])[O:22][C:21]2[CH:23]=[CH:24][C:25]([CH2:27][N:28]3[CH2:33][CH2:32][NH:31][CH2:30][CH2:29]3)=[CH:26][C:20]=2[O:19]1>>[N:13]1[CH:12]=[CH:11][C:10]([NH:9][C:8]([N:31]2[CH2:32][CH2:33][N:28]([CH2:27][C:25]3[CH:24]=[CH:23][C:21]4[O:22][C:18]([F:34])([F:17])[O:19][C:20]=4[CH:26]=3)[CH2:29][CH2:30]2)=[O:16])=[CH:15][CH:14]=1. Starting materials: C1(=CC=CC=C1)OC(NC1=CC=NC=C1)=O (pyridin-4-yl-carbamic acid phenyl ester), FC1(OC2=C(O1)C=CC(=C2)CN2CCNCC2)F (1-(2,2-difluoro-benzo[1,3]dioxol-5-ylmethyl)-piperazine).